This data is from the Open Reaction Database (ORD), a public repository of structured organic reaction records. The task is: describe an organic reaction: reactants, conditions, products, and yield Reactants: C1CCCCC12NC1(CCCCC1)NC2=O (7,14-diazadispiro[5.1.5.2]pentadecan-15-one), ClC1=CC=C(C=C1)N=C=O (p-chlorophenyl isocyanate), N12CCN(CC1)CC2 (1,4-diazabicyclo[2.2.2]octane). Solvent: C1=CC=CC=C1 (benzene). Product: ClC1=CC=C(C=C1)NC(=O)N1C2(NC3(CCCCC3)C1=O)CCCCC2 (14-p-chlorophenylcarbamoyl-7,14-diazadispiro[5.1.5.2]pentadecan-15-one). RXN SMILES: [CH2:1]1[C:6]2([C:15](=[O:16])[NH:14][C:8]3([CH2:13][CH2:12][CH2:11][CH2:10][CH2:9]3)[NH:7]2)[CH2:5][CH2:4][CH2:3][CH2:2]1.[Cl:17][C:18]1[CH:23]=[CH:22][C:21]([N:24]=[C:25]=[O:26])=[CH:20][CH:19]=1.N12CCN(CC1)CC2>C1C=CC=CC=1>[Cl:17][C:18]1[CH:23]=[CH:22][C:21]([NH:24][C:25]([N:14]2[C:15](=[O:16])[C:6]3([CH2:1][CH2:2][CH2:3][CH2:4][CH2:5]3)[NH:7][C:8]32[CH2:13][CH2:12][CH2:11][CH2:10][CH2:9]3)=[O:26])=[CH:20][CH:19]=1. Procedure: 5.5 Parts of 7,14-diazadispiro[5.1.5.2]pentadecan-15-one, 3.84 parts of p-chlorophenyl isocyanate and a trace of 1,4-diazabicyclo[2.2.2]octane in 100 parts of dry benzene were heated at reflux for 36 hours. The solvent was removed in vacuo to yield a solid material which was recrystallised twice from petroleum ether of boiling range 60° to 80°C affording 5.6 parts of 14-p-chlorophenylcarbamoyl-7,14-diazadispiro[5.1.5.2]pentadecan-15-one as colourless needles of melting point 139° to 141°C. This ...